Task: describe an organic reaction: reactants, conditions, products, and yield. Dataset: the Open Reaction Database (ORD), a public repository of structured organic reaction records The product is OC=1C=C(OC2=C(C=CC=C2)/C(/C(=O)OC)=C\OC)C=CC1 ((E)-methyl 2-[2-(3-hydroxyphenoxy)phenyl]-3-methoxypropenoate). Reaction conditions: time 45 minute. Reactants: OC=1C=C(OC2=C(C=CC=C2)CC(=O)OC)C=CC1 (methyl 2-(3-hydroxyphenoxy)phenylacetate), COC=O (methylformate), S(=O)(=O)(OC)OC (dimethyl sulphate), [H-].[Na+] (sodium hydride). Procedure details: To a suspension of sodium hydride (0.558 g, 0.023 moles in DMF (20 ml) was added dropwise a solution of methyl 2-(3-hydroxyphenoxy)phenylacetate (D) (2.0 g; 0.0077 mol) in DMF (10 ml) and methylformate (10 g; 0.167 mol) After stirring for 45 minutes, water (100 mls) was added and the mixture was extracted with ether (50 mls). The aqueous layer was acidified with hydrochloric acid to pH 3-4 and the mixture was extracted with ether (2×40 mls). The combined ether extracts were washed with water (3×... Run in CN(C)C=O (DMF), O (water), O (water), CN(C)C=O (DMF). As a reaction SMILES: [H-].[Na+].[OH:3][C:4]1[CH:5]=[C:6]([CH:19]=[CH:20][CH:21]=1)[O:7][C:8]1[CH:13]=[CH:12][CH:11]=[CH:10][C:9]=1[CH2:14][C:15]([O:17][CH3:18])=[O:16].[CH3:22][O:23][CH:24]=O.S(OC)(OC)(=O)=O>CN(C=O)C.O>[OH:3][C:4]1[CH:5]=[C:6]([CH:19]=[CH:20][CH:21]=1)[O:7][C:8]1[CH:13]=[CH:12][CH:11]=[CH:10][C:9]=1/[C:14](=[CH:22]\[O:23][CH3:24])/[C:15]([O:17][CH3:18])=[O:16] |f:0.1|. Starting materials: I.CSC(NC1=C(C=CC=C1)N1CCOCC1)=NCC (2-methyl-1-(2-morpholinophenyl)-3-ethyl-2-thiopseudourea hydriodide), C(CCC)N (n-butylamine). Run in C(C)(C)(C)O (t-butanol). The product is C(CCC)NC(=NC1=C(C=CC=C1)N1CCOCC1)NCC (1-(n-butyl)-2-(2-morpholinophenyl)-3-ethylguanidine). RXN SMILES: I.CS[C:4](=[N:18][CH2:19][CH3:20])[NH:5][C:6]1[CH:11]=[CH:10][CH:9]=[CH:8][C:7]=1[N:12]1[CH2:17][CH2:16][O:15][CH2:14][CH2:13]1.[CH2:21]([NH2:25])[CH2:22][CH2:23][CH3:24]>C(O)(C)(C)C>[CH2:21]([NH:25][C:4]([NH:18][CH2:19][CH3:20])=[N:5][C:6]1[CH:11]=[CH:10][CH:9]=[CH:8][C:7]=1[N:12]1[CH2:17][CH2:16][O:15][CH2:14][CH2:13]1)[CH2:22][CH2:23][CH3:24] |f:0.1|. Procedure details: A mixture of 2-methyl-1-(2-morpholinophenyl)-3-ethyl-2-thiopseudourea hydriodide (10 g prepared as described in Example 212), n-butylamine (2.7 g) and t-butanol (75 ml) was heated at 90°-95° C. for 172 hours to yield 1-(n-butyl)-2-(2-morpholinophenyl)-3-ethylguanidine which was converted into its monofumarate salt (m.p. 159°-160° ) which was recrystallised from a 1:2 mixture of methanol and ether.